Dataset: the Open Reaction Database (ORD), a public repository of structured organic reaction records. Task: describe an organic reaction: reactants, conditions, products, and yield Starting materials: COC(=O)c1ccc(CNc2ccc(C)cc2[N+](=O)[O-])cc1, CO, ClCCl, NN, O. The product is COC(=O)c1ccc(CNc2ccc(C)cc2N)cc1. Reaction SMILES: [CH3:1][O:2][C:3]([c:4]1[cH:5][cH:6][c:7]([CH2:10][NH:11][c:12]2[c:13]([N+:19]([O-:20])=[O:21])[cH:14][c:15]([CH3:18])[cH:16][cH:17]2)[cH:8][cH:9]1)=[O:22].[CH3:26][OH:27].[Cl:28][CH2:29][Cl:30].[NH2:24][NH2:25].[OH2:23]>>[CH3:1][O:2][C:3]([c:4]1[cH:5][cH:6][c:7]([CH2:10][NH:11][c:12]2[c:13]([NH2:19])[cH:14][c:15]([CH3:18])[cH:16][cH:17]2)[cH:8][cH:9]1)=[O:22]. The reactants are O=C([O-])[O-], C1CCOC1, O=C(Cl)Oc1ccccc1, Nc1cc(C(F)(F)C(F)(F)F)nn1-c1ccccc1, [K+], [K+]. Yields the product O=C(Nc1cc(C(F)(F)C(F)(F)F)nn1-c1ccccc1)Oc1ccccc1. Reaction SMILES: [C:20](=[O:21])([O-:22])[O-:23].[CH2:36]1[O:37][CH2:38][CH2:39][CH2:40]1.[Cl:26][C:27](=[O:28])[O:29][c:30]1[cH:31][cH:32][cH:33][cH:34][cH:35]1.[F:1][C:2]([C:3]([F:4])([F:5])[F:6])([c:7]1[n:8][n:9](-[c:13]2[cH:14][cH:15][cH:16][cH:17][cH:18]2)[c:10]([NH2:12])[cH:11]1)[F:19].[K+:24].[K+:25]>>[F:1][C:2]([C:3]([F:4])([F:5])[F:6])([c:7]1[n:8][n:9](-[c:13]2[cH:14][cH:15][cH:16][cH:17][cH:18]2)[c:10]([NH:12][C:27](=[O:28])[O:29][c:30]2[cH:31][cH:32][cH:33][cH:34][cH:35]2)[cH:11]1)[F:19]. Starting materials: ClCC1=NC(=CC=C1)SC(C)C (2-Chloromethyl-6-isopropylsulfanyl-pyridine), C(C)OC(=O)C1C(C1)C1=CC(=C(C=C1)O)Cl (2-(3-chloro-4-hydroxy-phenyl)-cyclopropane carboxylic acid ethyl ester). Product: ClC=1C=C(C=CC1OCC1=NC(=CC=C1)SC(C)C)C1C(C1)C(=O)O (2-[3-chloro-4-(6-isopropylsulfanyl-pyridin-2-ylmethoxy)-phenyl]-cyclopropane carboxylic acid). Yield: 58.5%. RXN SMILES: Cl[CH2:2][C:3]1[CH:8]=[CH:7][CH:6]=[C:5]([S:9][CH:10]([CH3:12])[CH3:11])[N:4]=1.C([O:15][C:16]([CH:18]1[CH2:20][CH:19]1[C:21]1[CH:26]=[CH:25][C:24]([OH:27])=[C:23]([Cl:28])[CH:22]=1)=[O:17])C>>[Cl:28][C:23]1[CH:22]=[C:21]([CH:19]2[CH2:20][CH:18]2[C:16]([OH:17])=[O:15])[CH:26]=[CH:25][C:24]=1[O:27][CH2:2][C:3]1[CH:8]=[CH:7][CH:6]=[C:5]([S:9][CH:10]([CH3:12])[CH3:11])[N:4]=1. Procedure: 2-Chloromethyl-6-isopropylsulfanyl-pyridine (40 mg, 0.19 mmol) obtained in Step C of Preparation Example 16 and 2-(3-chloro-4-hydroxy-phenyl)-cyclopropane carboxylic acid ethyl ester (52 mg, 0.21 mmol) obtained in Step B of Preparation Example 47 were used to react sequentially in the same manner as in Steps A and B of Example 1 to obtain the title compound (42 mg, 65%). The product is CCCc1cc(CCCN2CCN(c3ccc(C)c(C)c3)CC2)n(-c2ccccc2)n1. The reactants are Cc1ccc(N2CCNCC2)cc1C, CCN(C(C)C)C(C)C, CCCc1cc(CCC=O)n(-c2ccccc2)n1. Reaction SMILES: [CH3:19][c:20]1[cH:21][c:22]([N:27]2[CH2:28][CH2:29][NH:30][CH2:31][CH2:32]2)[cH:23][cH:24][c:25]1[CH3:26].[CH:33]([N:34]([CH2:35][CH3:36])[CH:37]([CH3:38])[CH3:39])([CH3:40])[CH3:41].[c:1]1(-[n:7]2[n:8][c:9]([CH2:16][CH2:17][CH3:18])[cH:10][c:11]2[CH2:12][CH2:13][CH:14]=[O:15])[cH:2][cH:3][cH:4][cH:5][cH:6]1>>[c:1]1(-[n:7]2[n:8][c:9]([CH2:16][CH2:17][CH3:18])[cH:10][c:11]2[CH2:12][CH2:13][CH2:14][N:30]2[CH2:29][CH2:28][N:27]([c:22]3[cH:21][c:20]([CH3:19])[c:25]([CH3:26])[cH:24][cH:23]3)[CH2:32][CH2:31]2)[cH:2][cH:3][cH:4][cH:5][cH:6]1. Reactants: COCOC=1C=C(C=NC1)N1CCNCCC1 (1-(5-Methoxymethoxy-3-pyridyl)-homopiperazine), Cl (hydrochloric acid). The product is Cl.OC=1C=C(C=NC1)N1CCNCCC1 (1-(5-Hydroxy-3-pyridyl)-homopiperazine hydrochloric acid salt). Reaction SMILES: COC[O:4][C:5]1[CH:6]=[C:7]([N:11]2[CH2:17][CH2:16][CH2:15][NH:14][CH2:13][CH2:12]2)[CH:8]=[N:9][CH:10]=1.[ClH:18]>>[ClH:18].[OH:4][C:5]1[CH:6]=[C:7]([N:11]2[CH2:17][CH2:16][CH2:15][NH:14][CH2:13][CH2:12]2)[CH:8]=[N:9][CH:10]=1 |f:2.3|. Procedure details: 1-(5-Methoxymethoxy-3-pyridyl)-homopiperazine (8.5 g, 35.9 mmol) was stirred in hydrochloric acid (4 M, 100 ml) at room temperature for 1 h. The excess of hydrochloric acid was evaporated. A crystaline compound was obtained by triturating with a mixture of 5% methanol and ether. Yield 9.56 g, 100%. Mp 290-300° C.